This data is from the Open Reaction Database (ORD), a public repository of structured organic reaction records. The task is: describe an organic reaction: reactants, conditions, products, and yield The reactants are [H-].[Na+] (sodium hydride), C1(CC1)C(=O)C1=CC(=NC=C1F)OC (cyclopropyl(5-fluoro-2-methoxypyridin-4-yl)methanone), O (water), C(C)OP(=O)(OCC)CC(=O)OCC (ethyl diethylphosphonoacetate). Solvent: C1CCOC1 (THF). Run at temperature 0 celsius, time 5 minute. Yields the product crude product, C1(CC1)C(=CC(=O)OCC)C1=CC(=NC=C1F)OC (ethyl 3-cyclopropyl-3-(5-fluoro-2-methoxypyridin-4-yl)acrylate). Reaction SMILES: [H-].[Na+].C(OP([CH2:11][C:12]([O:14][CH2:15][CH3:16])=[O:13])(OCC)=O)C.[CH:17]1([C:20]([C:22]2[C:27]([F:28])=[CH:26][N:25]=[C:24]([O:29][CH3:30])[CH:23]=2)=O)[CH2:19][CH2:18]1.O>C1COCC1>[CH:17]1([C:20]([C:22]2[C:27]([F:28])=[CH:26][N:25]=[C:24]([O:29][CH3:30])[CH:23]=2)=[CH:11][C:12]([O:14][CH2:15][CH3:16])=[O:13])[CH2:18][CH2:19]1 |f:0.1|. Reported procedure: Under a nitrogen atmosphere, to a suspension of 60% sodium hydride (2.76 g) in THF (100 mL) was added ethyl diethylphosphonoacetate (15.2 mL) at 0° C., and the mixture was stirred at 0° C. for 5 min. To the obtained colorless solution was added cyclopropyl(5-fluoro-2-methoxypyridin-4-yl)methanone (entire amount) obtained in Example 42, step B, at 0° C., and the mixture was stirred at room temperature for 30 min. To the reaction mixture was added water at room temperature, and the mixture was ext... Reactants: N1CCOCC1 (morpholine), C([O-])([O-])=O.[K+].[K+] (potassium carbonate), ClCC(CN1OC(=C(C1=O)C)C1=CC=CC=C1)O (2-(3-chloro-2-hydroxypropyl)-4-methyl-5-phenyl-3-isoxazolone). Run in C(C)O (ethanol). Product: OC(CN1OC(=C(C1=O)C)C1=CC=CC=C1)CN1CCOCC1 (2-(2-Hydroxy-3-morpholinopropyl)-4-methyl-5-phenyl-3-isoxazolone). Yield: 88.7%. RXN SMILES: [NH:1]1[CH2:6][CH2:5][O:4][CH2:3][CH2:2]1.C(=O)([O-])[O-].[K+].[K+].Cl[CH2:14][CH:15]([OH:30])[CH2:16][N:17]1[C:21](=[O:22])[C:20]([CH3:23])=[C:19]([C:24]2[CH:29]=[CH:28][CH:27]=[CH:26][CH:25]=2)[O:18]1>C(O)C>[OH:30][CH:15]([CH2:14][N:1]1[CH2:6][CH2:5][O:4][CH2:3][CH2:2]1)[CH2:16][N:17]1[C:21](=[O:22])[C:20]([CH3:23])=[C:19]([C:24]2[CH:29]=[CH:28][CH:27]=[CH:26][CH:25]=2)[O:18]1 |f:1.2.3|. Reported procedure: 1.55 g (17.9 mmoles) of morpholine and 2.46 g (17.9 mmoles) of anhydrous potassium carbonate powder were added to a solution of 4.00 g (14.9 mmoles) of 2-(3-chloro-2-hydroxypropyl)-4-methyl-5-phenyl-3-isoxazolone in 50 ml of ethanol, and the mixture was heated under reflux for 4 hours. At the end of this time, the reaction mixture was cooled by allowing it to stand, and then insoluble materials were removed by filtration. The filtrate was then concentrated by evaporation under reduced pressure, ... Starting materials: [Al+3], O=[N+]([O-])CC1(SCc2ccccc2)CCC2(CC1)OCCO2, CCO, [H-], [H-], [H-], [H-], [Li+], C1CCOC1, O. Product: NCC1(SCc2ccccc2)CCC2(CC1)OCCO2. RXN SMILES: [Al+3:2].[CH2:7]([c:8]1[cH:9][cH:10][cH:11][cH:12][cH:13]1)[S:14][C:15]1([CH2:25][N+:26]([O-:27])=[O:28])[CH2:16][CH2:17][C:18]2([O:19][CH2:20][CH2:21][O:22]2)[CH2:23][CH2:24]1.[CH3:29][CH2:30][OH:31].[H-:1].[H-:4].[H-:5].[H-:6].[Li+:3].[O:33]1[CH2:34][CH2:35][CH2:36][CH2:37]1.[OH2:32]>>[CH2:7]([c:8]1[cH:9][cH:10][cH:11][cH:12][cH:13]1)[S:14][C:15]1([CH2:25][NH2:26])[CH2:16][CH2:17][C:18]2([O:19][CH2:20][CH2:21][O:22]2)[CH2:23][CH2:24]1. The reactants are Cl (HCl), O1C(CCCC1)OCC1=NOC(=C1)CN1CCOCC1 ([5-((morpholin-4-yl)methyl)isoxazol-3-yl]methyl 2-tetrahydropyranyl ether), C(=O)([O-])[O-].[K+].[K+] (K2CO3). The solvent is CO (methanol). Conditions: time 1 hour. Yields the product N1(CCOCC1)CC1=CC(=NO1)CO ([5-((morpholin-4-yl)methyl)-isoxazol-3-yl]methanol). Yield: 53.0%. RXN SMILES: O1CCCCC1[O:7][CH2:8][C:9]1[CH:13]=[C:12]([CH2:14][N:15]2[CH2:20][CH2:19][O:18][CH2:17][CH2:16]2)[O:11][N:10]=1.Cl.C([O-])([O-])=O.[K+].[K+]>CO>[N:15]1([CH2:14][C:12]2[O:11][N:10]=[C:9]([CH2:8][OH:7])[CH:13]=2)[CH2:20][CH2:19][O:18][CH2:17][CH2:16]1 |f:2.3.4|. Reported procedure: [5-((morpholin-4-yl)methyl)isoxazol-3-yl]methyl 2-tetrahydropyranyl ether (1.0 g) was dissolved in methanol (2 mL) and treated with 1 M HCl (aq. 10 mL). The mixture was stirred at room temperature for 1 h, then basified with K2CO3, and extracted with dichloromethane. The organic layers were dried (Na2SO4), and concentrated in vacuo. The residue was purified by flash chromatography (SiO2, CH2Cl2/MeOH/NH4OH 92/7.5/0.5) to afford [5-((morpholin-4-yl)methyl)-isoxazol-3-yl]methanol (53%). MH+ 199, Rf...